This data is from the Open Reaction Database (ORD), a public repository of structured organic reaction records. The task is: describe an organic reaction: reactants, conditions, products, and yield As a reaction SMILES: [Cl:12][c:13]1[cH:14][c:15]2[c:16]([S:23][CH:24]3[CH2:25][CH2:26][NH:27][CH2:28][CH2:29]3)[c:17]([CH3:22])[nH:18][c:19]2[cH:20][cH:21]1.[Cl:1][c:2]1[cH:3][cH:4][cH:5][c:6]([C:7]([O:8][OH:10])=[O:9])[cH:11]1.[Cl:30][CH2:31][Cl:32]>>[O:9]=[S:23]([c:16]1[c:15]2[cH:14][c:13]([Cl:12])[cH:21][cH:20][c:19]2[nH:18][c:17]1[CH3:22])[CH:24]1[CH2:25][CH2:26][NH:27][CH2:28][CH2:29]1. The product is Cc1[nH]c2ccc(Cl)cc2c1S(=O)C1CCNCC1. Reactants: Cc1[nH]c2ccc(Cl)cc2c1SC1CCNCC1, O=C(OO)c1cccc(Cl)c1, ClCCl.